Dataset: the Open Reaction Database (ORD), a public repository of structured organic reaction records. Task: describe an organic reaction: reactants, conditions, products, and yield Reactants: O=[N+]([O-])[O-].[O-][N+]([O-])=O.[O-][N+]([O-])=O.[O-][N+]([O-])=O.[O-][N+]([O-])=O.[O-][N+]([O-])=O.[Ce+4].[NH4+].[NH4+] (CAN), COC1=C(C(=C(C2=C1CCC(CC2)CCOC=2C=NC=CC2)OC)OC)OC (3-[2-(1,2,3,4-tetramethoxy-6,7,8,9-tetrahydro-5H-benzo[a]cyclohepten-7-yl)ethoxy]pyridine), N1=C(C=CC=C1C(=O)O)C(=O)O (pyridine-2,6-dicarboxylic acid), C1CCOC1 (THF). Run in C([O-])(O)=O.[Na+] (sodium bicarbonate), O (water), O (water). Run at time 15 minute. Product: COC1=C(C(C2=C(CCC(CC2)CCOC=2C=NC=CC2)C1=O)=O)OC (2,3-Dimethoxy-7-[2-(3-pyridyloxy)ethyl]-4,5,6,7,8,9-hexahydro-1H-benzo[a]cycloheptene-1,4-dione). Isolated yield 71.5%. RXN SMILES: C[O:2][C:3]1[C:8]2[CH2:9][CH2:10][CH:11]([CH2:14][CH2:15][O:16][C:17]3[CH:18]=[N:19][CH:20]=[CH:21][CH:22]=3)[CH2:12][CH2:13][C:7]=2[C:6]([O:23]C)=[C:5]([O:25][CH3:26])[C:4]=1[O:27][CH3:28].N1C(C(O)=O)=CC=CC=1C(O)=O.C1COCC1.O=[N+]([O-])[O-].[O-][N+](=O)[O-].[O-][N+](=O)[O-].[O-][N+](=O)[O-].[O-][N+](=O)[O-].[O-][N+](=O)[O-].[Ce+4].[NH4+].[NH4+]>C(=O)(O)[O-].[Na+].O>[CH3:28][O:27][C:4]1[C:3](=[O:2])[C:8]2[CH2:9][CH2:10][CH:11]([CH2:14][CH2:15][O:16][C:17]3[CH:18]=[N:19][CH:20]=[CH:21][CH:22]=3)[CH2:12][CH2:13][C:7]=2[C:6](=[O:23])[C:5]=1[O:25][CH3:26] |f:3.4.5.6.7.8.9.10.11,12.13|. Procedure: To a mixture of 3-[2-(1,2,3,4-tetramethoxy-6,7,8,9-tetrahydro-5H-benzo[a]cyclohepten-7-yl)ethoxy]pyridine (470 mg), pyridine-2,6-dicarboxylic acid (607 g), THF (10 ml), and water (5 ml) was added an water (5 ml) solution of CAN (2.65 g) with cooling with ice. After being stirred for 15 min, the reaction mixture was diluted with saturated aqueous sodium bicarbonate and extracted with ethyl acetate. The organic layer was washed with saturated aqueous sodium bicarbonate, water, and saturated aqueou... Reported procedure: In 300 ml of toluene and 200 ml of 30% potassium hydroxide were added 9.00 g of 9-amino-6-chloro-3,4-dihydroacridin-1(2H)-one and 3.10 g of tetrabutylammonium hydrogen sulfate catalyst. The mechanically stirred solution was warmed to reflux (90° C.) and 9.54 ml of 4-fluorobenzyl bromide in 50 ml of toluene was added dropwise over 0.5 hours. After refluxing 3 hours the reaction was complete by TLC. It was poured into 500 ml of ice. The aqueous phase was separated and extracted with dichloromethan... Reagents/catalysts: S(=O)(=O)(O)[O-].C(CCC)[N+](CCCC)(CCCC)CCCC (tetrabutylammonium hydrogen sulfate). The solvent is C1(=CC=CC=C1)C (toluene), C1(=CC=CC=C1)C (toluene). Starting materials: FC1=CC=C(CBr)C=C1 (4-fluorobenzyl bromide), ice, [OH-].[K+] (potassium hydroxide), NC=1C2=CC=C(C=C2N=C2CCCC(C12)=O)Cl (9-amino-6-chloro-3,4-dihydroacridin-1(2H)-one). As a reaction SMILES: [OH-].[K+].[NH2:3][C:4]1[C:5]2[C:10]([N:11]=[C:12]3[C:17]=1[C:16](=[O:18])[CH2:15][CH2:14][CH2:13]3)=[CH:9][C:8]([Cl:19])=[CH:7][CH:6]=2.[F:20][C:21]1[CH:28]=[CH:27][C:24]([CH2:25]Br)=[CH:23][CH:22]=1>C1(C)C=CC=CC=1.S([O-])(O)(=O)=O.C([N+](CCCC)(CCCC)CCCC)CCC>[Cl:19][C:8]1[CH:9]=[C:10]2[C:5](=[CH:6][CH:7]=1)[C:4]([NH:3][CH2:25][C:24]1[CH:27]=[CH:28][C:21]([F:20])=[CH:22][CH:23]=1)=[C:17]1[C:12]([CH2:13][CH2:14][CH2:15][C:16]1=[O:18])=[N:11]2 |f:0.1,5.6|. Product: ClC=1C=C2N=C3CCCC(C3=C(C2=CC1)NCC1=CC=C(C=C1)F)=O (6-Chloro-3,4-dihydro-9-(4-fluorobenzylamino)acridin-1(2H)-one). The reactants are Cl (hydrochloric acid), FC1=CC=C(C=C1)C1=NOC2=C1C(=NC(=C2O)C(=O)OCC)I (Ethyl 3-(4-fluorophenyl)-7-hydroxy-4-iodoisoxazolo[4,5-c]pyridine-6-carboxylate), C(#N)[Cu] (CuCN), [OH-].[NH4+] (ammonium hydroxide). The solvent is CN1C(CCC1)=O (N-methyl-2-pyrrolidone), CCOC(=O)C (EtOAc). Reaction conditions: temperature 110 celsius. The product is C(#N)C1=NC(=C(C2=C1C(=NO2)C2=CC=C(C=C2)F)O)C(=O)OCC (Ethyl 4-cyano-3-(4-fluorophenyl)-7-hydroxyisoxazolo[4,5-c]pyridine-6-carboxylate). Yield: 45.5%. Reaction SMILES: [F:1][C:2]1[CH:7]=[CH:6][C:5]([C:8]2[C:12]3[C:13](I)=[N:14][C:15]([C:18]([O:20][CH2:21][CH3:22])=[O:19])=[C:16]([OH:17])[C:11]=3[O:10][N:9]=2)=[CH:4][CH:3]=1.[C:24]([Cu])#[N:25].[OH-].[NH4+].Cl>CCOC(C)=O.CN1CCCC1=O>[C:24]([C:13]1[C:12]2[C:8]([C:5]3[CH:6]=[CH:7][C:2]([F:1])=[CH:3][CH:4]=3)=[N:9][O:10][C:11]=2[C:16]([OH:17])=[C:15]([C:18]([O:20][CH2:21][CH3:22])=[O:19])[N:14]=1)#[N:25] |f:2.3|. Procedure: Ethyl 3-(4-fluorophenyl)-7-hydroxy-4-iodoisoxazolo[4,5-c]pyridine-6-carboxylate (290 mg, 0.678 mmol) and CuCN (182 mg, 2.03 mmol) were added to 4.5 mL of N-methyl-2-pyrrolidone. The resulting suspension was heated in an oil bath (T=110° C.) for 1 h. The reaction mixture was cooled slightly and poured into a vigorously stirring mixture of ammonium hydroxide (4 mL, 15% aqueous solution) and EtOAc (100 mL). The mixture was acidified with concentrated hydrochloric acid to pH 3 and extracted with EtO... Reactants: CC1(OC2=C(C(=CC(=C2)C(C)CCCC)O)C=2C1=CC=NC2)C (5,5-dimethyl-10-hydroxy-8-(2-hexyl)-5H-[1]benzopyrano[3,4-d]pyridine), Cl.N1(CCCCC1)CCCC(=O)O (γ-piperidinobutyric acid hydrochloride), C1(CCCCC1)N=C=NC1CCCCC1 (dicyclohexyl carbodiimide). Product: Cl.CC1(OC2=C(C(=CC(=C2)C(C)CCCC)OC(CCCN2CCCCC2)=O)C=2C1=CC=NC2)C (5,5-Dimethyl-8-(2-hexyl)-10-[4-(piperidino)butyryloxy]-5H-[1]benzopyrano[3,4-d]pyridine hydrochloride). As a reaction SMILES: [CH3:1][C:2]1([CH3:23])[C:18]2=[CH:19][CH:20]=[N:21][CH:22]=[C:17]2[C:5]2[C:6]([OH:16])=[CH:7][C:8]([CH:10]([CH2:12][CH2:13][CH2:14][CH3:15])[CH3:11])=[CH:9][C:4]=2[O:3]1.[ClH:24].[N:25]1([CH2:31][CH2:32][CH2:33][C:34](O)=[O:35])[CH2:30][CH2:29][CH2:28][CH2:27][CH2:26]1.C1(N=C=NC2CCCCC2)CCCCC1>>[ClH:24].[CH3:23][C:2]1([CH3:1])[C:18]2=[CH:19][CH:20]=[N:21][CH:22]=[C:17]2[C:5]2[C:6]([O:16][C:34](=[O:35])[CH2:33][CH2:32][CH2:31][N:25]3[CH2:30][CH2:29][CH2:28][CH2:27][CH2:26]3)=[CH:7][C:8]([CH:10]([CH2:12][CH2:13][CH2:14][CH3:15])[CH3:11])=[CH:9][C:4]=2[O:3]1 |f:1.2,4.5|. Procedure details: 5,5-Dimethyl-8-(2-hexyl)-10-[4-(piperidino)butyryloxy]-5H-[1]benzopyrano[3,4-d]pyridine hydrochloride is prepared according to the method of Example 29 by reacting equimolar quantities of 5,5-dimethyl-10-hydroxy-8-(2-hexyl)-5H-[1]benzopyrano[3,4-d]pyridine and γ-piperidinobutyric acid hydrochloride in the presence of dicyclohexyl carbodiimide. Reactants: ClC1=C(C(=C(C=C1)NC(=S)NC1=C(C=CC=C1)Br)O)S(=O)(=O)N(C)C (N-[4-chloro-2-hydroxy-3-(N″,N″-dimethylaminosulfonyl)phenyl]-N′-(2-bromophenyl)thiourea), [Si](C)(C)(C(C)(C)C)Cl (tert-butyldimethylsilyl chloride), N1C=NC=C1 (imidazole). The solvent is C1CCOC1 (THF). Reaction conditions: time 16 hour. Yields the product ClC1=C(C(=C(C=C1)NC(=S)NC1=C(C=CC=C1)Br)O[Si](C)(C)C(C)(C)C)S(=O)(=O)N(C)C (N-[4-Chloro-2-tert-butyldimethylsilyloxy-3-(N″,N″-dimethylaminosulfonyl)phenyl]-N′-(2-bromophenyl)thiourea). Isolated yield 38.7%. RXN SMILES: [Cl:1][C:2]1[CH:7]=[CH:6][C:5]([NH:8][C:9]([NH:11][C:12]2[CH:17]=[CH:16][CH:15]=[CH:14][C:13]=2[Br:18])=[S:10])=[C:4]([OH:19])[C:3]=1[S:20]([N:23]([CH3:25])[CH3:24])(=[O:22])=[O:21].[Si:26](Cl)([C:29]([CH3:32])([CH3:31])[CH3:30])([CH3:28])[CH3:27].N1C=CN=C1>C1COCC1>[Cl:1][C:2]1[CH:7]=[CH:6][C:5]([NH:8][C:9]([NH:11][C:12]2[CH:17]=[CH:16][CH:15]=[CH:14][C:13]=2[Br:18])=[S:10])=[C:4]([O:19][Si:26]([C:29]([CH3:32])([CH3:31])[CH3:30])([CH3:28])[CH3:27])[C:3]=1[S:20]([N:23]([CH3:25])[CH3:24])(=[O:21])=[O:22]. Procedure details: To a solution of N-[4-chloro-2-hydroxy-3-(N″,N″-dimethylaminosulfonyl)phenyl]-N′-(2-bromophenyl)thiourea (500 mg, 1.07 mmol) in THF (20 mL), tert-butyldimethylsilyl chloride (810 mg, 5.35 mmol) and imidazole (144 mg, 2.14 mmol) were added. The reaction mixture was stirred at room temperature for 16 hours. Then it was partitioned between ethyl acetate and water. The combined organic phase was dried and concentrated. Chromatography of the residue on silica gel (30% Ethyl acetate/Hexane) gave desir... Reactants: C(CCCC)C1CC=C(CC1)C1=C(C(=C(C#N)C=C1)F)F (4-(4-pentylcyclohex-1-enyl)-2,3-difluorobenzonitrile). The reagents and catalysts are [Pd] (palladium). Solvent: C1(=CC=CC=C1)C (toluene). Conditions: time 2 hour. Yields the product C(CCCC)[C@@H]1CC[C@H](CC1)C1=C(C(=C(C#N)C=C1)F)F (4-(trans-4-pentylcyclohexyl)-2,3-difluorobenzonitrile). Reaction SMILES: [CH2:1]([CH:6]1[CH2:11][CH2:10][C:9]([C:12]2[CH:19]=[CH:18][C:15]([C:16]#[N:17])=[C:14]([F:20])[C:13]=2[F:21])=[CH:8][CH2:7]1)[CH2:2][CH2:3][CH2:4][CH3:5]>[Pd].C1(C)C=CC=CC=1>[CH2:1]([C@H:6]1[CH2:7][CH2:8][C@H:9]([C:12]2[CH:19]=[CH:18][C:15]([C:16]#[N:17])=[C:14]([F:20])[C:13]=2[F:21])[CH2:10][CH2:11]1)[CH2:2][CH2:3][CH2:4][CH3:5]. Procedure details: A mixture of 0.1 mol of 4-(4-pentylcyclohex-1-enyl)-2,3-difluorobenzonitrile (prepared according to Example 1a)-1c)), 1.0 g of palladium/active carbon (1%) and 150 ml of toluene is hydrogenated to saturation at room temperature. After filtering and removing the solvent, the residue is dissolved in 150 ml of dimethyl sulfoxide, 12 g of potassium tert.-butoxide are added and the mixture is stirred at room temperature for 2 hours. Acidifying and customary working up gives 4-(trans-4-pentylcyclohexy...